From a dataset of the Open Reaction Database (ORD), a public repository of structured organic reaction records. describe an organic reaction: reactants, conditions, products, and yield Starting materials: [Br-], COc1ccc([Mg+])cc1, CCO, [Na+], OCC1OC(O)C(O)(Oc2cccc3[nH]cc(CCc4ccc5c(c4)CCO5)c23)C(O)C1O, [OH-], O. Yields the product COc1ccc(Cc2c[nH]c3cccc(OC4(O)C(O)OC(CO)C(O)C4O)c23)cc1. Reaction SMILES: [Br-:34].[CH3:35][O:36][c:37]1[cH:38][cH:39][c:40]([Mg+:43])[cH:41][cH:42]1.[CH3:46][CH2:47][OH:48].[Na+:45].[O:1]1[c:2]2[cH:3][cH:4][c:5]([CH2:6][CH2:11][c:12]3[cH:13][nH:14][c:15]4[cH:16][cH:17][cH:18][c:19]([O:21][C:22]5([OH:33])[CH:23]([OH:24])[O:25][CH:26]([CH2:31][OH:32])[CH:27]([OH:30])[CH:28]5[OH:29])[c:20]34)[cH:7][c:8]2[CH2:9][CH2:10]1.[OH-:44].[OH2:49]>>[CH2:11]([c:12]1[cH:13][nH:14][c:15]2[cH:16][cH:17][cH:18][c:19]([O:21][C:22]3([OH:33])[CH:23]([OH:24])[O:25][CH:26]([CH2:31][OH:32])[CH:27]([OH:30])[CH:28]3[OH:29])[c:20]12)[c:40]1[cH:39][cH:38][c:37]([O:36][CH3:35])[cH:42][cH:41]1.